Dataset: the Open Reaction Database (ORD), a public repository of structured organic reaction records. Task: describe an organic reaction: reactants, conditions, products, and yield Reactants: ClCC(=O)CC(C)=O (Chloroacetylacetone), C(C)(=O)[O-].[NH4+] (ammonium acetate). The solvent is C(C)(=O)O (acetic acid). Product: CC=1OC(=C(N1)C)C(C)=O (2,4-dimethyl-5-acetyloxazole), needles. Yield: 27.0%. Reaction SMILES: Cl[CH2:2][C:3]([CH2:5][C:6](=O)[CH3:7])=[O:4].[C:9]([O-:12])(=O)[CH3:10].[NH4+:13]>C(O)(=O)C>[CH3:10][C:9]1[O:12][C:5]([C:3](=[O:4])[CH3:2])=[C:6]([CH3:7])[N:13]=1 |f:1.2|. Reported procedure: Chloroacetylacetone 8 g (59.4 mmol) is dissolved in 70 ml of glacial acetic acid and ammonium acetate 13.7 g (178.2 mmol) is then added and the mixture is refluxed for 4 hours. The solution is cooled, brought to pH 5 and extracted into ether; the organic layer is dried over Na2SO4 and concentrated to dryness in vacuo. The residue is purified by column chromatography on silica gel using 8:2 hexane:ethyl acetate as eluent. The 2,4-dimethyl-5-acetyloxazole is obtained as orange needles (2.2 g, 27%)... As a reaction SMILES: [CH:1]1([C:7]([O:9]CC)=O)[CH2:6][CH2:5][CH2:4][CH2:3][CH2:2]1.[C:12]1([CH2:18][CH2:19][C:20](=[O:22])[CH3:21])[CH:17]=[CH:16][CH:15]=[CH:14][CH:13]=1>>[CH:1]1([C:7](=[O:9])[CH2:21][C:20](=[O:22])[CH2:19][CH2:18][C:12]2[CH:17]=[CH:16][CH:15]=[CH:14][CH:13]=2)[CH2:2][CH2:3][CH2:4][CH2:5][CH2:6]1. Product: C1(CCCCC1)C(CC(CCC1=CC=CC=C1)=O)=O (1-cyclohexyl-5-phenyl-1,3-pentanedione). Procedure details: Using ethyl cyclohexane carboxylate (63 g, 0.4 mol) and 4-phenyl-2-butanone (20 g, 0.13 mol), the reaction was carried out in the same manner as described in Example 2, (1) and crude dark orange oil (23 g) was chromatographed on silica gel (Wako Gel C-200) eluting with n-hexane/ethyl acetate (100:1→100:2→100:3) to afford the title compound as a yellow oil which was an ca 3:17 mixture of Keto/Enol by the methylene singlet at δ3.55 ppm and the methine singlet at δ5.45 ppm in the 1HNMR spectrum; yi... Reactants: C1(CCCCC1)C(=O)OCC (ethyl cyclohexane carboxylate), crude dark orange oil, C1(=CC=CC=C1)CCC(C)=O (4-phenyl-2-butanone), C1(CCCCC1)C(=O)OCC (ethyl cyclohexanecarboxylate). Reaction SMILES: [CH3:1][C:2]1[CH:7]=[CH:6][C:5]([C:8]([CH3:10])=[CH2:9])=[C:4]([N+:11]([O-])=O)[CH:3]=1>[Pd].C(OCC)(=O)C>[CH:8]([C:5]1[CH:6]=[CH:7][C:2]([CH3:1])=[CH:3][C:4]=1[NH2:11])([CH3:10])[CH3:9]. Yields the product C(C)(C)C1=C(N)C=C(C=C1)C (2-isopropyl-5-methylaniline), oil. Isolated yield 95.0%. Run in C(C)(=O)OCC (ethyl acetate). Starting materials: CC1=CC(=C(C=C1)C(=C)C)[N+](=O)[O-] (4-methyl-2-nitro-1-(prop-1-en-2-yl)benzene). Reported procedure: To 4-methyl-2-nitro-1-(prop-1-en-2-yl)benzene (0.986 g, 5.56 mmol) in a 100 mL round-bottomed flask equipped with a stir bar was added ethyl acetate (55.6 mL) and palladium on carbon (1.18 g, 0.556 mmol). The reaction was evacuated and backfilled with hydrogen (balloon). The reaction was stirred under an atmosphere of hydrogen overnight. The reaction mixture was filtered through a pad of Celite® and concentrated providing the title compound as a clear and colorless oil (0.788 g, 95%): IR (thin f... Conditions: time 8 hour. The reagents and catalysts are [Pd] (palladium on carbon). The reactants are C1=CC(=CC=C1O)C (p-cresol), BrC(C(=O)OC)C1=C(C=CC=C1)Cl (methyl 2-bromo-2-(2-chlorophenyl)acetate), oil, [H-].[K+] (potassium hydride). Reagents/catalysts: C1COCCOCCOCCOCCOCCO1 (18-crown-6). Solvent: CN(C)C=O (DMF), CN(C)C=O (DMF). Product: ClC1=C(C=CC=C1)C(C(=O)OC)OC1=CC=C(C=C1)C (methyl 2-(2-chlorophenyl)-2-(4-methylphenoxy)acetate). Isolated yield 76.5%. As a reaction SMILES: [H-].[K+].[CH:3]1[C:8]([OH:9])=[CH:7][CH:6]=[C:5]([CH3:10])[CH:4]=1.Br[CH:12]([C:17]1[CH:22]=[CH:21][CH:20]=[CH:19][C:18]=1[Cl:23])[C:13]([O:15][CH3:16])=[O:14]>CN(C=O)C.C1OCCOCCOCCOCCOCCOC1>[Cl:23][C:18]1[CH:19]=[CH:20][CH:21]=[CH:22][C:17]=1[CH:12]([O:9][C:8]1[CH:7]=[CH:6][C:5]([CH3:10])=[CH:4][CH:3]=1)[C:13]([O:15][CH3:16])=[O:14] |f:0.1|. Reported procedure: To a stirred (0° C.) suspension of 0.530 g (4.63 mmol) of a 35% oil dispersion of potassium hydride in 5 mL of anhydrous DMF was added 0.50 g (4.63 mmol) of p-cresol and 0.050 g of 18-crown-6. After stirring at room temperature for 15 minutes, a solution of 1.22 g (4.63 mmol) of the product of Step B in 5 mL of DMF was slowly added. The reaction mixture was stirred and allowed to warm to room temperature during 45 minutes. The reaction mixture was then partitioned between ethyl acetate and water... Starting materials: BrC=1N=C(C(=NC1)N(S(=O)(=O)C1=C(C(=CC=C1)Cl)Cl)COCC[Si](C)(C)C)OC (N-(5-bromo-3-methoxy-2-pyrazinyl)-2,3-dichloro-N-[{2-(trimethylsilanyl)ethoxy}methyl]benzenesulphonamide), [O-]CC.[Na+] (sodium ethoxide), solution. Solvent: C(C)O (ethanol). Product: ClC1=C(C=CC=C1Cl)S(=O)(=O)NC1=NC=C(N=C1OC)OCC (2,3-Dichloro-N-(5-ethoxy-3-methoxy-2-pyrazinyl)benzenesulphonamide). Reaction SMILES: Br[C:2]1[N:3]=[C:4]([O:28][CH3:29])[C:5]([N:8](COCC[Si](C)(C)C)[S:9]([C:12]2[CH:17]=[CH:16][CH:15]=[C:14]([Cl:18])[C:13]=2[Cl:19])(=[O:11])=[O:10])=[N:6][CH:7]=1.[O-:30][CH2:31][CH3:32].[Na+]>C(O)C>[Cl:19][C:13]1[C:14]([Cl:18])=[CH:15][CH:16]=[CH:17][C:12]=1[S:9]([NH:8][C:5]1[C:4]([O:28][CH3:29])=[N:3][C:2]([O:30][CH2:31][CH3:32])=[CH:7][N:6]=1)(=[O:10])=[O:11] |f:1.2|. Procedure: Prepared as for Example 56 using N-(5-bromo-3-methoxy-2-pyrazinyl)-2,3-dichloro-N-[{2-(trimethylsilanyl)ethoxy}methyl]benzenesulphonamide (Example 55a) (0.3 g) and sodium ethoxide (5 mL of a 0.5M solution in ethanol). Yield 0.1 g.